Dataset: the Open Reaction Database (ORD), a public repository of structured organic reaction records. Task: describe an organic reaction: reactants, conditions, products, and yield The reactants are Cl.C1(CCCCCCCCC1)N1CCC2(C(NCN2C2=CC=CC=C2)=O)CC1 (8-cyclodecyl-1-phenyl-1,3,8-triaza-spiro[4,5]decan-4-one hydrochloride), BrCC#N (bromoacetonitrile). Yields the product Cl.C1(CCCCCCCCC1)N1CCC2(C(N(CN2C2=CC=CC=C2)CC#N)=O)CC1 ((8-Cyclodecyl-4-oxo-1-phenyl-1,3,8-triaza-spiro[4,5]dec-3-yl)-acetonitrile hydrochloride). RXN SMILES: [ClH:1].[CH:2]1([N:12]2[CH2:28][CH2:27][C:15]3([N:19]([C:20]4[CH:25]=[CH:24][CH:23]=[CH:22][CH:21]=4)[CH2:18][NH:17][C:16]3=[O:26])[CH2:14][CH2:13]2)[CH2:11][CH2:10][CH2:9][CH2:8][CH2:7][CH2:6][CH2:5][CH2:4][CH2:3]1.Br[CH2:30][C:31]#[N:32]>>[ClH:1].[CH:2]1([N:12]2[CH2:28][CH2:27][C:15]3([N:19]([C:20]4[CH:21]=[CH:22][CH:23]=[CH:24][CH:25]=4)[CH2:18][N:17]([CH2:30][C:31]#[N:32])[C:16]3=[O:26])[CH2:14][CH2:13]2)[CH2:11][CH2:10][CH2:9][CH2:8][CH2:7][CH2:6][CH2:5][CH2:4][CH2:3]1 |f:0.1,3.4|. Reported procedure: The title compound, white solid, m. p. 240° C. and MS: m/e=409.3 (M+H+) was prepared in accordance with the general method of example 24 from 8-cyclodecyl-1-phenyl-1,3,8-triaza-spiro[4,5]decan-4-one hydrochloride and bromoacetonitrile.